The task is: describe an organic reaction: reactants, conditions, products, and yield. This data is from the Open Reaction Database (ORD), a public repository of structured organic reaction records. Starting materials: CCN(C(C)C)C(C)C, CC#N, O=C(O)C1CCCCC1NS(=O)(=O)c1ccc(Cl)cc1, N#CC(N)c1cccc(O)c1. Product: N#CC(NC(=O)C1CCCCC1NS(=O)(=O)c1ccc(Cl)cc1)c1cccc(O)c1. Reaction SMILES: [CH2:21]([N:22]([CH:23]([CH3:24])[CH3:25])[CH:26]([CH3:27])[CH3:28])[CH3:29].[CH3:41][C:42]#[N:43].[Cl:1][c:2]1[cH:3][cH:4][c:5]([S:8](=[O:9])(=[O:10])[NH:11][CH:12]2[CH:13]([C:18](=[O:19])[OH:20])[CH2:14][CH2:15][CH2:16][CH2:17]2)[cH:6][cH:7]1.[NH2:30][CH:31]([C:32]#[N:33])[c:34]1[cH:35][c:36]([OH:40])[cH:37][cH:38][cH:39]1>>[Cl:1][c:2]1[cH:3][cH:4][c:5]([S:8](=[O:9])(=[O:10])[NH:11][CH:12]2[CH:13]([C:18](=[O:20])[NH:30][CH:31]([C:32]#[N:33])[c:34]3[cH:35][c:36]([OH:40])[cH:37][cH:38][cH:39]3)[CH2:14][CH2:15][CH2:16][CH2:17]2)[cH:6][cH:7]1. Reactants: BrCc1ccccc1, O=C([O-])[O-], CC(C)=O, O=C1CCOc2cc(O)c(F)cc21, [K+], [K+]. The product is O=C1CCOc2cc(OCc3ccccc3)c(F)cc21. As a reaction SMILES: [Br:14][CH2:15][c:16]1[cH:17][cH:18][cH:19][cH:20][cH:21]1.[C:22](=[O:23])([O-:24])[O-:25].[CH3:28][C:29](=[O:30])[CH3:31].[F:1][c:2]1[cH:3][c:4]2[c:9]([cH:10][c:11]1[OH:12])[O:8][CH2:7][CH2:6][C:5]2=[O:13].[K+:26].[K+:27]>>[F:1][c:2]1[cH:3][c:4]2[c:9]([cH:10][c:11]1[O:12][CH2:15][c:16]1[cH:17][cH:18][cH:19][cH:20][cH:21]1)[O:8][CH2:7][CH2:6][C:5]2=[O:13]. Reactants: O1C2C(CC1=O)CC=C2 (3,3a,4,6a-tetrahydro-cyclopenta[b]furan-2-one), C[Si](C)(C)[N-][Si](C)(C)C.[Li+] (lithium bis-(trimethylsilyl)-amide), C(C=C)Br (allyl bromide), colourless oil, N (NH3). The solvent is C1CCOC1 (THF), C1CCOC1 (THF). Product: C(C=C)C1C2C(OC1=O)C=CC2 (3-Allyl-3,3a,4,6a-tetrahydro-cyclopenta[b]furan-2-one). Reaction SMILES: [O:1]1[C:5](=[O:6])[CH2:4][CH:3]2[CH2:7][CH:8]=[CH:9][CH:2]12.C[Si]([N-][Si](C)(C)C)(C)C.[Li+].[CH2:20](Br)[CH:21]=[CH2:22].N>C1COCC1>[CH2:22]([CH:4]1[C:5](=[O:6])[O:1][CH:2]2[CH:9]=[CH:8][CH2:7][CH:3]12)[CH:21]=[CH2:20] |f:1.2|. Reported procedure: Analogously to the procedures of Example 1, the title compound was prepared from 0.31 g (2.5 mmol) of 3,3a,4,6a-tetrahydro-cyclopenta[b]furan-2-one, 2.5 ml of a 1 molar lithium bis-(trimethylsilyl)-amide solution in THF and 0.36 g (2.5 mmol) of allyl bromide in 7 ml of THF. Yield: 278 mg (67.8%) of a colourless oil. MS (DCI/NH3): m/e=182 [M+NH4+] Reactants: BrN1C(CCC1=O)=O (N-bromosuccinimide), BrC=1C=NN2C1N=C(C1=C2N(C=C1)CC)C (3-bromo-8-ethyl-5-methyl-8H-pyrazolo[1.5-a]pyrrolo-[3.2-e]pyrimidine). The solvent is C(Cl)(Cl)Cl (chloroform). Run at time 2 hour. Product: BrC=1C=NN2C1N=C(C1=C2N(C(=C1)Br)CC)C (3,7-Dibromo-8-ethyl-5-methyl-8H-pyrazolo[1,5-a]pyrrolo-[3,2-e]pyrimidine). Yield: 80.0%. Reaction SMILES: [Br:1]N1C(=O)CCC1=O.[Br:9][C:10]1[CH:11]=[N:12][N:13]2[C:18]3[N:19]([CH2:22][CH3:23])[CH:20]=[CH:21][C:17]=3[C:16]([CH3:24])=[N:15][C:14]=12>C(Cl)(Cl)Cl>[Br:9][C:10]1[CH:11]=[N:12][N:13]2[C:18]3[N:19]([CH2:22][CH3:23])[C:20]([Br:1])=[CH:21][C:17]=3[C:16]([CH3:24])=[N:15][C:14]=12. Procedure: N-bromosuccinimide was added at room temperature to a solution of 1.675 g (6 mmoles) of 3-bromo-8-ethyl-5-methyl-8H-pyrazolo[1,5-a]pyrrolo[3,2-e]pyrimidine (prepared as described in Example 13) dissolved in 12 ml of chloroform, and the mixture was stirred for 2 hours. At the end of this time, the reaction mixture was washed with a 2N aqueous solution of potassium hydroxide and then with water, after which it was dried over anhydrous sodium sulfate and then concentrated by evaporation under reduc...